From a dataset of the Open Reaction Database (ORD), a public repository of structured organic reaction records. describe an organic reaction: reactants, conditions, products, and yield Starting materials: CCCCCCCCBr, C1CCOC1, [H-], [Na+], CN(C)C=O, O, O=C1OCCN1CCO. Yields the product CCCCCCCCOCCN1CCOC1=O. RXN SMILES: [Br:12][CH2:13][CH2:14][CH2:15][CH2:16][CH2:17][CH2:18][CH2:19][CH3:20].[CH2:22]1[O:23][CH2:24][CH2:25][CH2:26]1.[H-:2].[Na+:1].[O:27]=[CH:28][N:29]([CH3:30])[CH3:31].[OH2:21].[OH:3][CH2:4][CH2:5][N:6]1[C:7](=[O:11])[O:8][CH2:9][CH2:10]1>>[O:3]([CH2:4][CH2:5][N:6]1[C:7](=[O:11])[O:8][CH2:9][CH2:10]1)[CH2:13][CH2:14][CH2:15][CH2:16][CH2:17][CH2:18][CH2:19][CH3:20]. Starting materials: C1CCOC1, CN(C)CCN, On1nnc2ccccc21, O=C(O)Cc1ccc(OCc2ccc(-c3ccccc3)cc2)cc1. Yields the product CN(C)CCNC(=O)Cc1ccc(OCc2ccc(-c3ccccc3)cc2)cc1. As a reaction SMILES: [CH2:41]1[O:42][CH2:43][CH2:44][CH2:45]1.[CH3:35][N:36]([CH2:37][CH2:38][NH2:39])[CH3:40].[OH:25][n:26]1[c:27]2[c:28]([cH:29][cH:30][cH:31][cH:32]2)[n:33][n:34]1.[c:1]1(-[c:19]2[cH:20][cH:21][cH:22][cH:23][cH:24]2)[cH:2][cH:3][c:4]([CH2:7][O:8][c:9]2[cH:10][cH:11][c:12]([CH2:15][C:16](=[O:17])[OH:18])[cH:13][cH:14]2)[cH:5][cH:6]1>>[c:1]1(-[c:19]2[cH:20][cH:21][cH:22][cH:23][cH:24]2)[cH:2][cH:3][c:4]([CH2:7][O:8][c:9]2[cH:10][cH:11][c:12]([CH2:15][C:16](=[O:17])[NH:39][CH2:38][CH2:37][N:36]([CH3:35])[CH3:40])[cH:13][cH:14]2)[cH:5][cH:6]1. Starting materials: NC1=CC=C(C=C1)O (para-aminophenol), CC1=C(O)C=CC=C1O (2-methylresorcinol), [OH-].[NH4+] (ammonium hydroxide). Run in O (water), C(C)O (ethanol). Conditions: time 24 hour. Yields the product OC1=C(C(C(=CC1=NC1=CC=C(C=C1)O)NC1=CC=C(C=C1)O)=O)C (3-hydroxy-6-(4-hydroxyphenylamino)-4-(4-hydroxyphenylimino)-2-methylcyclohexa-2,5-dienone). As a reaction SMILES: [CH3:1][C:2]1[C:8]([OH:9])=[CH:7][CH:6]=[CH:5][C:3]=1[OH:4].[NH2:10][C:11]1[CH:16]=[CH:15][C:14]([OH:17])=[CH:13][CH:12]=1.[OH-:18].[NH4+:19]>C(O)C.O>[OH:4][C:3]1[C:5](=[N:10][C:11]2[CH:16]=[CH:15][C:14]([OH:17])=[CH:13][CH:12]=2)[CH:6]=[C:7]([NH:19][C:2]2[CH:8]=[CH:7][C:6]([OH:18])=[CH:5][CH:3]=2)[C:8](=[O:9])[C:2]=1[CH3:1] |f:2.3|. Procedure details: 3 g (0.24 mol) of 2-methylresorcinol dissolved in 72 ml of ethanol are added to a solution containing 2.2 g (0.20 mol) of para-aminophenol dissolved in 72 ml of water in a round-bottomed flask with a mechanical stirrer and a sparging-air inlet. The pH is adjusted to with aqueous 20% ammonium hydroxide solution. The reaction medium is stirred for 24 hours and then filtered through a sinter funnel. The solid obtained is washed with water and is then crystallized when cold from methanol. The solid ... The reactants are C1(=CC=CC=C1)C1=CC=C(OCCC(=O)O)C=C1 (3-(4-phenylphenoxy)propionic acid), C15H15NO3, C1(=CC=CC=C1)C1=CC=C(OC(CC(=O)O)C)C=C1 (3-(4-phenylphenoxy)butanoic acid), N (NH3). Yields the product C1(=CC=CC=C1)C1=CC=C(OCCC(=O)NO)C=C1 (3-(4-phenylphenoxy)propanohydroxamic acid). As a reaction SMILES: [C:1]1([C:7]2[CH:18]=[CH:17][C:10]([O:11][CH2:12][CH2:13][C:14](O)=[O:15])=[CH:9][CH:8]=2)[CH:6]=[CH:5][CH:4]=[CH:3][CH:2]=1.C1(C2C=CC([O:29]C(C)CC(O)=O)=CC=2)C=CC=CC=1.[NH3:38]>>[C:1]1([C:7]2[CH:18]=[CH:17][C:10]([O:11][CH2:12][CH2:13][C:14]([NH:38][OH:29])=[O:15])=[CH:9][CH:8]=2)[CH:2]=[CH:3][CH:4]=[CH:5][CH:6]=1. Reported procedure: The desired compound was prepared according to the method of Example 1, step 3, except substituting 3-(4-phenylphenoxy)propionic acid, prepared as in step 1, for 3-(4-phenylphenoxy)butanoic acid. 1H NMR (DMSO-d6) δ 2.44 (t, 2H, J=7 Hz), 4.22 (t, 2H, J=7 Hz), 7.01 (d, 2H, J=6 Hz), 7.31 (t, 1H, J=5 Hz), 7.42 (t, 2H, J=5 Hz), 7.61 (m, 4H), 8.88 (bds, 1H, 10.53 (s, 1H). MS (DCI/NH3) 275 (M+NH4+, 100). Anal. Calcd for C15H15NO3 ·0.25 H2O: C, 68.82; H, 5.36; N, 5.70. Found: C, 68.78; H, 5.27; N, 5.18. The solvent is N1=CC=CC=C1 (pyridine). Procedure details: Acetic anhydride (0.2 ml.) was added to a stirred solution of N-n-butyl-11-(3,17β-dihydroxyoestra-1,3,5(10)-trien-7α-yl)-N-methylundecanamide (Example 2; 0.052 g.) in pyridine (0.5 ml.) and the mixture was stirred at laboratory temperature for 16 hours. Water (0.1 ml.) was added and then toluene was added and distilled off until the mixture was free of acetic acid. The residue was purified by chromatography on a silica gel column using a 4:1 v/v mixture of toluene and ethyl acetate as eluant, an... Reaction conditions: time 16 hour. RXN SMILES: [C:1](OC(=O)C)(=[O:3])[CH3:2].[CH2:8]([N:12]([CH3:45])[C:13](=[O:44])[CH2:14][CH2:15][CH2:16][CH2:17][CH2:18][CH2:19][CH2:20][CH2:21][CH2:22][CH2:23][C@@H:24]1[CH2:41][C:40]2[CH:39]=[C:38]([OH:42])[CH:37]=[CH:36][C:35]=2[C@@H:34]2[C@@H:25]1[C@H:26]1[C@@:30]([CH2:32][CH2:33]2)([CH3:31])[C@@H:29]([OH:43])[CH2:28][CH2:27]1)[CH2:9][CH2:10][CH3:11].[OH2:46].[C:47]1([CH3:53])C=CC=CC=1>N1C=CC=CC=1>[CH2:8]([N:12]([CH3:45])[C:13](=[O:44])[CH2:14][CH2:15][CH2:16][CH2:17][CH2:18][CH2:19][CH2:20][CH2:21][CH2:22][CH2:23][C@@H:24]1[CH2:41][C:40]2[CH:39]=[C:38]([O:42][C:1](=[O:3])[CH3:2])[CH:37]=[CH:36][C:35]=2[C@@H:34]2[C@@H:25]1[C@H:26]1[C@@:30]([CH2:32][CH2:33]2)([CH3:31])[C@@H:29]([O:43][C:47](=[O:46])[CH3:53])[CH2:28][CH2:27]1)[CH2:9][CH2:10][CH3:11]. Product: C(CCC)N(C(CCCCCCCCCC[C@H]1[C@H]2[C@@H]3CC[C@@H]([C@@]3(C)CC[C@@H]2C=2C=CC(=CC2C1)OC(C)=O)OC(C)=O)=O)C (N-n-butyl-11-(3,17β-diacetoxyoestra-1,3,5(10) -trien-7α-yl)-N-methylundecanamide). The reactants are C1(=CC=CC=C1)C (toluene), C(C)(=O)OC(C)=O (Acetic anhydride), C(CCC)N(C(CCCCCCCCCC[C@H]1[C@H]2[C@@H]3CC[C@@H]([C@@]3(C)CC[C@@H]2C=2C=CC(=CC2C1)O)O)=O)C (N-n-butyl-11-(3,17β-dihydroxyoestra-1,3,5(10)-trien-7α-yl)-N-methylundecanamide), O (Water). Reactants: CC(C=O)C1CCC2C3=CC=C4CC(O[Si](C)(C)C(C)(C)C)CC(O[Si](C)(C)C(C)(C)C)C4(C)C3CCC21C, COC(=O)OC1CC2=CC=C3C4CCC(C(C)C=O)C4(C)CCC3C2(C)C(OC(=O)OC)C1. Product: CC(CO)C1CCC2C3=CC=C4CC(O[Si](C)(C)C(C)(C)C)CC(O[Si](C)(C)C(C)(C)C)C4(C)C3CCC21C. As a reaction SMILES: [C:1]([CH3:2])([CH3:3])([CH3:4])[Si:5]([O:6][CH:7]1[CH2:8][CH:9]([O:30][Si:31]([CH3:32])([CH3:33])[C:34]([CH3:35])([CH3:36])[CH3:37])[CH2:10][C:11]2=[CH:12][CH:13]=[C:14]3[CH:15]4[CH2:16][CH2:17][CH:18]([CH:19]([CH3:20])[CH:21]=[O:22])[C:23]4([CH3:29])[CH2:24][CH2:25][CH:26]3[C:27]12[CH3:28])([CH3:38])[CH3:39].[CH3:40][O:41][C:42]([O:43][CH:44]1[C:45]2([CH3:46])[C:47](=[CH:48][CH:49]=[C:50]3[CH:51]2[CH2:52][CH2:53][C:54]2([CH3:55])[CH:56]3[CH2:57][CH2:58][CH:59]2[CH:60]([CH:61]=[O:62])[CH3:63])[CH2:64][CH:65]([O:66][C:67]([O:68][CH3:69])=[O:70])[CH2:71]1)=[O:72]>>[C:1]([CH3:2])([CH3:3])([CH3:4])[Si:5]([O:6][CH:7]1[CH2:8][CH:9]([O:30][Si:31]([CH3:32])([CH3:33])[C:34]([CH3:35])([CH3:36])[CH3:37])[CH2:10][C:11]2=[CH:12][CH:13]=[C:14]3[CH:15]4[CH2:16][CH2:17][CH:18]([CH:19]([CH3:20])[CH2:21][OH:22])[C:23]4([CH3:29])[CH2:24][CH2:25][CH:26]3[C:27]12[CH3:28])([CH3:38])[CH3:39]. Reactants: [Al+3], CCCC1CCC(C2CCC(c3cccc(F)c3)CC2)CC1, CC(=O)Cl, Cc1ccccc1, [Cl-], [Cl-], [Cl-], Cl, O=[N+]([O-])c1ccccc1, O. Yields the product CCCC1CCC(C2CCC(c3ccc(C(C)=O)c(F)c3)CC2)CC1. RXN SMILES: [Al+3:2].[CH2:5]([CH2:6][CH3:7])[CH:8]1[CH2:9][CH2:10][CH:11]([CH:14]2[CH2:15][CH2:16][CH:17]([c:20]3[cH:21][c:22]([F:26])[cH:23][cH:24][cH:25]3)[CH2:18][CH2:19]2)[CH2:12][CH2:13]1.[CH3:27][C:28]([Cl:29])=[O:30].[CH3:41][c:42]1[cH:43][cH:44][cH:45][cH:46][cH:47]1.[Cl-:1].[Cl-:3].[Cl-:4].[ClH:31].[O-:32][N+:33]([c:34]1[cH:35][cH:36][cH:37][cH:38][cH:39]1)=[O:40].[OH2:48]>>[CH2:5]([CH2:6][CH3:7])[CH:8]1[CH2:9][CH2:10][CH:11]([CH:14]2[CH2:15][CH2:16][CH:17]([c:20]3[cH:21][c:22]([F:26])[c:23]([C:28]([CH3:27])=[O:30])[cH:24][cH:25]3)[CH2:18][CH2:19]2)[CH2:12][CH2:13]1. Starting materials: CC(=O)O[BH-](OC(C)=O)OC(C)=O, C1CCNCC1, CC(=O)O, O=Cc1ccc(NC2CCCCC2)c([N+](=O)[O-])c1, CC(Cl)Cl, [Na+]. Yields the product O=[N+]([O-])c1cc(CN2CCCCC2)ccc1NC1CCCCC1. RXN SMILES: [C:29]([O:30][BH-:31]([O:32][C:33](=[O:34])[CH3:35])[O:36][C:37](=[O:38])[CH3:39])(=[O:40])[CH3:41].[CH2:19]1[CH2:20][CH2:21][NH:22][CH2:23][CH2:24]1.[CH3:25][C:26](=[O:27])[OH:28].[CH:1]1([NH:7][c:8]2[c:9]([N+:16](=[O:17])[O-:18])[cH:10][c:11]([CH:12]=[O:13])[cH:14][cH:15]2)[CH2:2][CH2:3][CH2:4][CH2:5][CH2:6]1.[Cl:43][CH:44]([Cl:45])[CH3:46].[Na+:42]>>[CH:1]1([NH:7][c:8]2[c:9]([N+:16](=[O:17])[O-:18])[cH:10][c:11]([CH2:12][N:22]3[CH2:21][CH2:20][CH2:19][CH2:24][CH2:23]3)[cH:14][cH:15]2)[CH2:2][CH2:3][CH2:4][CH2:5][CH2:6]1. Reactants: C([O-])([O-])=O.[K+].[K+] (Potassium carbonate), C(C1=CC=CC=C1)(=O)[C@@]([C@@](C(=O)O)(O)C(C1=CC=CC=C1)=O)(O)C(=O)O.N1C[C@@H](CCC1)N ((R)-piperidine-3-amine dibenzoyl-D-tartrate), CC1=NC(=NC2=CC=CC=C12)CN1C(=O)N(C=2N=C(N(C2C1=O)CC#CC)Br)C (1-[(4-Methyl-quinazolin-2-yl)methyl]-3-methyl-7-(2-butyn-1-yl)-8-bromoxanthine). Solvent: C(C(C)C)C(=O)C (methyl isobutyl ketone). Reaction conditions: temperature 100 celsius, time 1 hour. The product is CC#CCN1C2=C(N=C1N3CCC[C@H](C3)N)N(C(=O)N(C2=O)CC=4N=C(C=5C=CC=CC5N4)C)C (Linagliptin). Isolated yield 76.7%. As a reaction SMILES: [CH3:1][C:2]1[C:11]2[C:6](=[CH:7][CH:8]=[CH:9][CH:10]=2)[N:5]=[C:4]([CH2:12][N:13]2[C:22](=[O:23])[C:21]3[N:20]([CH2:24][C:25]#[C:26][CH3:27])[C:19](Br)=[N:18][C:17]=3[N:16]([CH3:29])[C:14]2=[O:15])[N:3]=1.C(=O)([O-])[O-].[K+].[K+].C([C@](C(O)=O)(O)[C@](C(=O)C1C=CC=CC=1)(O)C(O)=O)(=O)C1C=CC=CC=1.[NH:62]1[CH2:67][CH2:66][CH2:65][C@@H:64]([NH2:68])[CH2:63]1>C(C(C)=O)C(C)C>[CH3:27][C:26]#[C:25][CH2:24][N:20]1[C:19]([N:62]2[CH2:63][C@H:64]([NH2:68])[CH2:65][CH2:66][CH2:67]2)=[N:18][C:17]2[N:16]([CH3:29])[C:14]([N:13]([CH2:12][C:4]3[N:3]=[C:2]([CH3:1])[C:11]4[CH:10]=[CH:9][CH:8]=[CH:7][C:6]=4[N:5]=3)[C:22](=[O:23])[C:21]1=2)=[O:15] |f:1.2.3,4.5|. Procedure details: 1-[(4-Methyl-quinazolin-2-yl)methyl]-3-methyl-7-(2-butyn-1-yl)-8-bromoxanthine (4 gm) and methyl isobutyl ketone (MIBK 100 mL) were charged into a 1000 mL round bottomed flask equipped with a mechanical stirrer. Potassium carbonate (3.7 gm) and (R)-piperidine-3-amine dibenzoyl-D-tartrate (6.1 gm) were added to the reaction mixture at 26° C. The reaction mixture was heated to 100° C. and maintained at that temperature for 6 hours. The reaction mixture was cooled to 30° C. and filtered, and the sa...